This data is from the Open Reaction Database (ORD), a public repository of structured organic reaction records. The task is: describe an organic reaction: reactants, conditions, products, and yield Reactants: C1=NC=CC=2C(=CC=CC12)S(=O)(=O)N1CC(CC1C)=O (1-(5-isoquinolinesulfonyl)-5-methyl-3-pyrrolidone), C(C)(=O)[O-].[NH4+] (ammonium acetate), C(#N)[BH3-].[Na+] (sodium cyanoborohydride). Solvent: CO (methanol). Conditions: temperature 20 celsius, time 24 hour. The product is C1=NC=CC=2C(=CC=CC12)S(=O)(=O)N1CC(CC1C)N (1-(5-isoquinolinesulfonyl)-3-amino-5-methylpyrrolidine). RXN SMILES: [CH:1]1[C:10]2[CH:9]=[CH:8][CH:7]=[C:6]([S:11]([N:14]3[CH:18]([CH3:19])[CH2:17][C:16](=O)[CH2:15]3)(=[O:13])=[O:12])[C:5]=2[CH:4]=[CH:3][N:2]=1.C([O-])(=O)C.[NH4+].C([BH3-])#[N:27].[Na+]>CO>[CH:1]1[C:10]2[CH:9]=[CH:8][CH:7]=[C:6]([S:11]([N:14]3[CH:18]([CH3:19])[CH2:17][CH:16]([NH2:27])[CH2:15]3)(=[O:13])=[O:12])[C:5]=2[CH:4]=[CH:3][N:2]=1 |f:1.2,3.4|. Procedure: To 30 ml of methanol were added 1.45 g of the thus obtained 1-(5-isoquinolinesulfonyl)-5-methyl-3-pyrrolidone, 0.39 g of ammonium acetate and 0.32 g of sodium cyanoborohydride, followed by stirring at 20° C. for 24 hours. The methanol was removed under reduced pressure, and 100 ml of chloroform was added to the resultant product. Then, the mixture was washed twice with 50 ml each of water, washed once with 50 ml of a 50% aqueous sodium hydrogencarbonate solution, and dried with anhydrous sodium ...